Dataset: the Open Reaction Database (ORD), a public repository of structured organic reaction records. Task: describe an organic reaction: reactants, conditions, products, and yield Starting materials: CC(C)(C)OC(=O)NC(Cc1ccccc1C(F)(F)F)C(=O)O, CCN(C(C)C)C(C)C, ClC(Cl)Cl, Cc1oc(C(=O)O)cc1-c1c(Cl)cnn1C, NC(Cc1cccc(C(F)(F)F)c1)CN1C(=O)c2ccccc2C1=O. Yields the product Cc1oc(C(=O)NC(Cc2cccc(C(F)(F)F)c2)CN2C(=O)c3ccccc3C2=O)cc1-c1c(Cl)cnn1C. Reaction SMILES: [CH3:42][C:43]([O:44][C:45]([NH:46][CH:47]([C:48]([OH:49])=[O:50])[CH2:51][c:52]1[cH:53][cH:54][cH:55][cH:56][c:57]1[C:58]([F:59])([F:60])[F:61])=[O:62])([CH3:63])[CH3:64].[CH:65]([N:66]([CH2:67][CH3:68])[CH:69]([CH3:70])[CH3:71])([CH3:72])[CH3:73].[CH:74]([Cl:75])([Cl:76])[Cl:77].[Cl:1][c:2]1[cH:3][n:4][n:5]([CH3:16])[c:6]1-[c:7]1[cH:8][c:9]([C:13](=[O:14])[OH:15])[o:10][c:11]1[CH3:12].[NH2:17][CH:18]([CH2:19][N:20]1[C:21](=[O:30])[c:22]2[cH:23][cH:24][cH:25][cH:26][c:27]2[C:28]1=[O:29])[CH2:31][c:32]1[cH:33][c:34]([C:38]([F:39])([F:40])[F:41])[cH:35][cH:36][cH:37]1>>[Cl:1][c:2]1[cH:3][n:4][n:5]([CH3:16])[c:6]1-[c:7]1[cH:8][c:9]([C:13](=[O:15])[NH:17][CH:18]([CH2:19][N:20]2[C:21](=[O:30])[c:22]3[cH:23][cH:24][cH:25][cH:26][c:27]3[C:28]2=[O:29])[CH2:31][c:32]2[cH:33][c:34]([C:38]([F:39])([F:40])[F:41])[cH:35][cH:36][cH:37]2)[o:10][c:11]1[CH3:12]. The reactants are N(C)CC(=O)O (sarcosine), NCCS(=O)(=O)N (2-amino-ethanesulfonic acid amide), FC1=CC=C(CN2C(C(=C([C@@H]3CCC[C@H]23)O)C2=NS(C3=C(N2)C=CC(=C3)I)(=O)=O)=O)C=C1 (cis-1-(4-fluoro-benzyl)-4-hydroxy-3-(7-iodo-1,1-dioxo-1,4-dihydro-1λ6-benzo[1,2,4]thiadiazin-3-yl)-1,4a,5,6,7,7a-hexahydro-[1]pyrindin-2-one), P(=O)([O-])([O-])[O-].[K+].[K+].[K+] (potassium phosphate). The reagents and catalysts are [Cu]I (copper(I) iodide). Reaction conditions: temperature 100 celsius, time 2 hour. The product is FC1=CC=C(CN2C(C(=C([C@@H]3CCC[C@H]23)O)C2=NS(C3=C(N2)C=CC(=C3)NS(=O)(=O)CCN)(=O)=O)=O)C=C1 (cis-2-amino-ethanesulfonic acid {3-[1-(4-fluoro-benzyl)-4-hydroxy-2-oxo-2,4a,5,6,7,7a-hexahydro-1H-[1]pyrindin-3-yl]-1,1-dioxo-1,4-dihydro-1λ6-benzo[1,2,4]thiadiazin-7-yl}-amide). Yield: 10.1%. RXN SMILES: N(CC(O)=O)C.[NH2:7][CH2:8][CH2:9][S:10]([NH2:13])(=[O:12])=[O:11].[F:14][C:15]1[CH:45]=[CH:44][C:18]([CH2:19][N:20]2[C@@H:28]3[C@@H:24]([CH2:25][CH2:26][CH2:27]3)[C:23]([OH:29])=[C:22]([C:30]3[NH:35][C:34]4[CH:36]=[CH:37][C:38](I)=[CH:39][C:33]=4[S:32](=[O:42])(=[O:41])[N:31]=3)[C:21]2=[O:43])=[CH:17][CH:16]=1.P([O-])([O-])([O-])=O.[K+].[K+].[K+]>[Cu]I>[F:14][C:15]1[CH:45]=[CH:44][C:18]([CH2:19][N:20]2[C@@H:28]3[C@@H:24]([CH2:25][CH2:26][CH2:27]3)[C:23]([OH:29])=[C:22]([C:30]3[NH:35][C:34]4[CH:36]=[CH:37][C:38]([NH:13][S:10]([CH2:9][CH2:8][NH2:7])(=[O:12])=[O:11])=[CH:39][C:33]=4[S:32](=[O:42])(=[O:41])[N:31]=3)[C:21]2=[O:43])=[CH:17][CH:16]=1 |f:3.4.5.6|. Procedure: A reaction flask was charged with copper(I) iodide (268 mg, 1.41 mmol), sarcosine (N-methyl glycine) (188 mg, 2.11 mmol), 2-amino-ethanesulfonic acid amide (1.80 g, 11.2 mmol), cis-1-(4-fluoro-benzyl)-4-hydroxy-3-(7-iodo-1,1-dioxo-1,4-dihydro-1λ6-benzo[1,2,4]thiadiazin-3-yl)-1,4a,5,6,7,7a-hexahydro-[1]pyrindin-2-one (1.0 g, 1.76 mmol) and potassium phosphate (2.61 g, 12.32 mmol). The flask was degassed and backfilled with nitrogen, and then anhydrous N,N-dimethylformamide (16 mL) was added. The ... The reactants are Br, Br, CO, Oc1cc2c(cc1O)CNC2. Product: Br, CN1Cc2cc(O)c(O)cc2C1. Reaction SMILES: [BrH:13].[BrH:1].[CH3:14][OH:15].[OH:2][c:3]1[cH:4][c:5]2[c:9]([cH:10][c:11]1[OH:12])[CH2:8][NH:7][CH2:6]2>>[BrH:1].[OH:2][c:3]1[cH:4][c:5]2[c:9]([cH:10][c:11]1[OH:12])[CH2:8][N:7]([CH3:14])[CH2:6]2. The reactants are hydrochloride salt, O(C1=CC=CC=C1)C=1C=NC2=CC(=C(C=C2C1)OC)OC (3-phenoxy-6.7-dimethoxyquinoline), F[B-](F)(F)F (tetrafluoroborate), C(C)#N (acetonitrile), OC=1C=NC2=CC(=C(C=C2C1)OC)OC (3-hydroxy-6.7-dimethoxyquinoline), CN(C)C=O (DMF). Solvent: CCOC(=O)C (EtOAc). Conditions: time 30 minute. Yields the product O(C1=CC=CC=C1)C=1C=NC2=CC(=C(C=C2C1)C)C (3-phenoxy-6,7-dimethylquinoline). RXN SMILES: OC1C=N[C:5]2[C:10](C=1)=[CH:9][C:8](OC)=[C:7]([O:14][CH3:15])[CH:6]=2.F[B-](F)(F)F.[C:21](#N)C.O(C1C=N[C:34]2[C:39]([CH:40]=1)=[CH:38][C:37](OC)=[C:36](OC)[CH:35]=2)C1C=CC=CC=1.C[N:46]([CH:48]=O)[CH3:47]>CCOC(C)=O>[O:14]([C:15]1[CH:48]=[N:46][C:47]2[C:36]([CH:35]=1)=[CH:37][C:38]([CH3:21])=[C:39]([CH3:34])[CH:40]=2)[C:7]1[CH:6]=[CH:5][CH:10]=[CH:9][CH:8]=1. Procedure: To a solution of Nail (1.2g; 60% disp in oil) in DMF (3 ml) is added 3-hydroxy-6.7-dimethoxyquinoline (150 mg; 0.73 tool) and the reaction mixture is allowed to stir for 30 minutes at room temperature. To this is added the tetrafluoroborate salt of chlorobenzene manganese tricarbonyl complex (prepared by J.O.C. 24: 1991;7092) (183 mg) and stirred for 3 hours. To this is added 20 ml of acetonitrile and stirred overnight. The reaction mixture is dissolved in EtOAc: brine and extracted 2× with EtOA... Reactants: COC(C1=C(C=CC(=C1)I)Br)=O (2-bromo-5-iodo-benzoic acid methyl ester), C(CCC)[Sn](C=COCC)(CCCC)CCCC (tributyl(ethoxyvinyl)stannane), C1CC(=O)N(C1=O)Br (NBS), O (Water). Reagents/catalysts: Cl[Pd]([P](C1=CC=CC=C1)(C2=CC=CC=C2)C3=CC=CC=C3)([P](C4=CC=CC=C4)(C5=CC=CC=C5)C6=CC=CC=C6)Cl (PdCl2(PPh3)2). Solvent: O1CCOCC1 (dioxane). Run at temperature 80 celsius, time 40 minute. The product is COC(C1=C(C=CC(=C1)C(CBr)=O)Br)=O (2-bromo-5-(2-bromo-acetyl)-benzoic acid methyl ester). The yield is 81.6%. As a reaction SMILES: [CH3:1][O:2][C:3](=[O:12])[C:4]1[CH:9]=[C:8](I)[CH:7]=[CH:6][C:5]=1[Br:11].C([Sn](CCCC)(CCCC)[CH:18]=[CH:19][O:20]CC)CCC.O.C1C(=O)N([Br:39])C(=O)C1>O1CCOCC1.Cl[Pd](Cl)([P](C1C=CC=CC=1)(C1C=CC=CC=1)C1C=CC=CC=1)[P](C1C=CC=CC=1)(C1C=CC=CC=1)C1C=CC=CC=1>[CH3:1][O:2][C:3](=[O:12])[C:4]1[CH:9]=[C:8]([C:19](=[O:20])[CH2:18][Br:39])[CH:7]=[CH:6][C:5]=1[Br:11] |^1:48,67|. Procedure: To the solution of 2-bromo-5-iodo-benzoic acid methyl ester (4.33 g, 12.7 mmol) and tributyl(ethoxyvinyl)stannane (4.79 g, 13.3 mmol) in dioxane (56 ml) was added PdCl2(PPh3)2 (322 mg). The mixture was heated at 80° C. for 17 hours and was cooled to 0° C. Water (19 ml) was added, followed by slow addition of NBS (2.33 g, 12.9 mmol) over 10 minutes period. The mixture was stirred at 0° C. for additional 40 minutes, and the solvent was removed under reduced pressure. The mixture was diluted with E... Reactants: NC12CC3CC(CC(C3)C1)C2, O=C(Cl)c1cccc([N+](=O)[O-])c1. The product is O=C(NC12CC3CC(CC(C3)C1)C2)c1cccc([N+](=O)[O-])c1. Reaction SMILES: [C:13]12([NH2:23])[CH2:14][CH:15]3[CH2:16][CH:17]([CH2:18][CH:19]([CH2:20]1)[CH2:21]3)[CH2:22]2.[N+:1](=[O:2])([O-:3])[c:4]1[cH:5][c:6]([C:7](=[O:8])[Cl:9])[cH:10][cH:11][cH:12]1>>[N+:1](=[O:2])([O-:3])[c:4]1[cH:5][c:6]([C:7](=[O:8])[NH:23][C:13]23[CH2:14][CH:15]4[CH2:16][CH:17]([CH2:18][CH:19]([CH2:20]2)[CH2:21]4)[CH2:22]3)[cH:10][cH:11][cH:12]1. The reactants are C(C)(C)(C)OC(=O)N1[C@@H](CCC1)C(=O)O ((S)-1-(tert-butoxycarbonyl)pyrrolidine-2-carboxylic acid), C(C)OC1N(C2=CC=CC=C2C=C1)C(=O)OCC (ethyl 2-ethoxyquinoline-1(2H)-carboxylate), CCOC1C=CC2=CC=CC=C2N1C(=O)OCC (EEDQ), C(C)(C)(C)OC(=O)N1[C@@H](CCC1)C(=O)O ((S)-1-(tert-butoxycarbonyl)pyrrolidine-2-carboxylic acid), NC1=NN(C2=CC(=CC=C12)C1=CC=C(C=C1)C1=CN=C(N1)[C@H]1N(CCC1)C(=O)OC(C)(C)C)C(=O)OC(C)(C)C ((S)-tert-butyl 3-amino-6-(4-(2-(1-(tert-butoxycarbonyl)pyrrolidin-2-yl)-1H-imidazol-5-yl)phenyl)-1H-indazole-1-carboxylate), CCN(C(C)C)C(C)C (iPr2NEt). Solvent: CO (MeOH), C(Cl)Cl (CH2Cl2). Run at time 12 hour. Yields the product C(C)(C)(C)OC(=O)N1[C@@H](CCC1)C=1NC(=CN1)C1=CC=C(C=C1)C1=CC=C2C(=NN(C2=C1)C(=O)OC(C)(C)C)NC(=O)[C@H]1N(CCC1)C(=O)OC(C)(C)C (tert-Butyl 6-(4-(2-((S)-1-(tert-butoxycarbonyl)-pyrrolidin-2-yl)-1H-imidazol-5-yl)phenyl)-3-((S)-1-(tert-butoxycarbonyl)pyrrolidine-2-carboxamido)-1H-indazole-1-carboxylate). The yield is 69.1%. Reaction SMILES: [C:1]([O:5][C:6]([N:8]1[CH2:12][CH2:11][CH2:10][C@H:9]1[C:13]([OH:15])=O)=[O:7])([CH3:4])([CH3:3])[CH3:2].C(OC1C=CC2C(=CC=CC=2)N1C(OCC)=O)C.[NH2:34][C:35]1[C:43]2[C:38](=[CH:39][C:40]([C:44]3[CH:49]=[CH:48][C:47]([C:50]4[NH:54][C:53]([C@@H:55]5[CH2:59][CH2:58][CH2:57][N:56]5[C:60]([O:62][C:63]([CH3:66])([CH3:65])[CH3:64])=[O:61])=[N:52][CH:51]=4)=[CH:46][CH:45]=3)=[CH:41][CH:42]=2)[N:37]([C:67]([O:69][C:70]([CH3:73])([CH3:72])[CH3:71])=[O:68])[N:36]=1.CCN(C(C)C)C(C)C>C(Cl)Cl.CO>[C:63]([O:62][C:60]([N:56]1[CH2:57][CH2:58][CH2:59][C@H:55]1[C:53]1[NH:54][C:50]([C:47]2[CH:48]=[CH:49][C:44]([C:40]3[CH:39]=[C:38]4[C:43]([C:35]([NH:34][C:13]([C@@H:9]5[CH2:10][CH2:11][CH2:12][N:8]5[C:6]([O:5][C:1]([CH3:2])([CH3:3])[CH3:4])=[O:7])=[O:15])=[N:36][N:37]4[C:67]([O:69][C:70]([CH3:73])([CH3:72])[CH3:71])=[O:68])=[CH:42][CH:41]=3)=[CH:45][CH:46]=2)=[CH:51][N:52]=1)=[O:61])([CH3:66])([CH3:65])[CH3:64]. Procedure details: To a solution (S)-1-(tert-butoxycarbonyl)pyrrolidine-2-carboxylic acid (97.1 mg, 0.451 mmol) in CH2Cl2 (2 mL) was added ethyl 2-ethoxyquinoline-1(2H)-carboxylate (EEDQ, 181.2 mg, 0.733 mmol) followed by (S)-tert-butyl 3-amino-6-(4-(2-(1-(tert-butoxycarbonyl)pyrrolidin-2-yl)-1H-imidazol-5-yl)phenyl)-1H-indazole-1-carboxylate (209.7 mg, 0.385 mmol) after about 5 min. The reaction mixture as allowed to stir at room temperature for 12 h and the solution was treated with EEDQ (79 mg, 0.365 mmol) and ...